This data is from the Open Reaction Database (ORD), a public repository of structured organic reaction records. The task is: describe an organic reaction: reactants, conditions, products, and yield The reactants are Cl, N#Cc1cc(C(=O)CNC2CCC2)cc(C#N)c1N. Yields the product N#Cc1cc(C(O)CNC2CCC2)cc(C#N)c1N. RXN SMILES: [ClH:1].[NH2:2][c:3]1[c:4]([C:19]#[N:20])[cH:5][c:6]([C:11]([CH2:12][NH:13][CH:14]2[CH2:15][CH2:16][CH2:17]2)=[O:18])[cH:7][c:8]1[C:9]#[N:10]>>[NH2:2][c:3]1[c:4]([C:19]#[N:20])[cH:5][c:6]([CH:11]([CH2:12][NH:13][CH:14]2[CH2:15][CH2:16][CH2:17]2)[OH:18])[cH:7][c:8]1[C:9]#[N:10]. Reaction SMILES: [CH3:1][N:2]([CH2:3][CH2:4][CH2:5][CH2:6][NH2:7])[CH3:8].[Cl:9][c:10]1[cH:11][cH:12][c:13]([C:16](=[O:17])[NH:18][c:19]2[c:20]([CH3:40])[cH:21][cH:22][c:23]([NH:25][C:26](=[O:27])[c:28]3[cH:29][c:30]([N:34]4[CH2:35][CH2:36][O:37][CH2:38][CH2:39]4)[n:31][cH:32][cH:33]3)[cH:24]2)[cH:14][n:15]1.[OH2:41]>>[CH3:1][N:2]([CH2:3][CH2:4][CH2:5][CH2:6][NH:7][c:10]1[cH:11][cH:12][c:13]([C:16](=[O:17])[NH:18][c:19]2[c:20]([CH3:40])[cH:21][cH:22][c:23]([NH:25][C:26](=[O:27])[c:28]3[cH:29][c:30]([N:34]4[CH2:35][CH2:36][O:37][CH2:38][CH2:39]4)[n:31][cH:32][cH:33]3)[cH:24]2)[cH:14][n:15]1)[CH3:8]. Reactants: CN(C)CCCCN, Cc1ccc(NC(=O)c2ccnc(N3CCOCC3)c2)cc1NC(=O)c1ccc(Cl)nc1, O. The product is Cc1ccc(NC(=O)c2ccnc(N3CCOCC3)c2)cc1NC(=O)c1ccc(NCCCCN(C)C)nc1. Reactants: C(C)(C)(C)OC(NCC=1C(=NC(=CC1)N1C(C(CC1)(C(F)(F)F)C1=CC(=CC(=C1)C(F)(F)F)C(F)(F)F)O)Br)=O (t-butyl[(6-{3-[3,5-bis(trifluoromethyl)phenyl]-2-hydroxy-3-(trifluoromethyl)pyrrolidin-1-yl}-2-bromopyridin-3-yl)methyl]carbamate), Cl (hydrochloric acid), C([O-])([O-])=O.[Na+].[Na+] (sodium carbonate). Solvent: C(C)(=O)OCC (ethyl acetate). Reaction conditions: temperature 60 celsius, time 1 hour. Product: NCC=1C=CC(=NC1Br)N1C(C(CC1)(C(F)(F)F)C1=CC(=CC(=C1)C(F)(F)F)C(F)(F)F)O (1-[5-(aminomethyl)-6-bromopyridin-2-yl]-3-[3,5-bis-(trifluoromethyl)phenyl]-3-(trifluoromethyl)pyrrolidin-2-ol). Yield: 80.6%. RXN SMILES: C(OC(=O)[NH:7][CH2:8][C:9]1[C:10]([Br:39])=[N:11][C:12]([N:15]2[CH2:19][CH2:18][C:17]([C:24]3[CH:29]=[C:28]([C:30]([F:33])([F:32])[F:31])[CH:27]=[C:26]([C:34]([F:37])([F:36])[F:35])[CH:25]=3)([C:20]([F:23])([F:22])[F:21])[CH:16]2[OH:38])=[CH:13][CH:14]=1)(C)(C)C.Cl.C(=O)([O-])[O-].[Na+].[Na+]>C(OCC)(=O)C>[NH2:7][CH2:8][C:9]1[CH:14]=[CH:13][C:12]([N:15]2[CH2:19][CH2:18][C:17]([C:24]3[CH:25]=[C:26]([C:34]([F:35])([F:36])[F:37])[CH:27]=[C:28]([C:30]([F:33])([F:32])[F:31])[CH:29]=3)([C:20]([F:22])([F:23])[F:21])[CH:16]2[OH:38])=[N:11][C:10]=1[Br:39] |f:2.3.4|. Procedure details: A mixture of t-butyl[(6-{3-[3,5-bis(trifluoromethyl)phenyl]-2-hydroxy-3-(trifluoromethyl)pyrrolidin-1-yl}-2-bromopyridin-3-yl)methyl]carbamate (0.63 g), ethyl acetate (20 ml) and conc. hydrochloric acid (2 ml) was stirred at 60° C. for 1 hour. After cooling, the mixture was neutralized with sodium carbonate, extracted with ethyl acetate and dried. The solvent was distilled off to obtain 1-[5-(aminomethyl)-6-bromopyridin-2-yl]-3-[3,5-bis-(trifluoromethyl)phenyl]-3-(trifluoromethyl)pyrrolidin-2-ol...